This data is from the Open Reaction Database (ORD), a public repository of structured organic reaction records. The task is: describe an organic reaction: reactants, conditions, products, and yield Isolated yield 69.0%. The solvent is CO (MeOH). The reactants are FC1(C[C@H](NC1)CC(C=C(C)C)=O)F (1-((R)-4,4-difluoropyrrolidin-2-yl)-4-methylpent-3-en-2-one), C(=O)([O-])[O-].[K+].[K+] (K2CO3). RXN SMILES: [F:1][C:2]1([F:14])[CH2:6][NH:5][C@H:4]([CH2:7][C:8](=[O:13])[CH:9]=[C:10]([CH3:12])[CH3:11])[CH2:3]1.C([O-])([O-])=O.[K+].[K+]>CO>[F:14][C:2]1([F:1])[CH2:6][N:5]2[C@H:4]([CH2:7][C:8](=[O:13])[CH2:9][C:10]2([CH3:11])[CH3:12])[CH2:3]1 |f:1.2.3|. Reported procedure: A MeOH (350 ml) solution of 1-((R)-4,4-difluoropyrrolidin-2-yl)-4-methylpent-3-en-2-one and K2CO3 (2.5 g, 18 mmol) was stirred at 40° C. for 15 hours, the reaction went to completion as monitored by LC-MS. Solvent was removed in vacuo, remaining material was suspended in CH2Cl2, solid was filtered off, filtrate was collected and solvent was removed in vacuo. Product was purified by silica gel chromatography (Hexane/EtOAc, linear gradient from 100:0 to 80:20). Compound (R)-2,2-difluoro-hexahydro-... Yields the product FC1(C[C@H]2CC(CC(N2C1)(C)C)=O)F ((R)-2,2-difluoro-hexahydro-5,5-dimethylindolizin-7(1H)-one). The reactants are C1(CC1)C(=O)NC1=NC=CC(=C1)NC1=NC(=C(NC1=O)C(=O)N)C (5-((2-(cyclopropanecarboxamido)pyridin-4-yl)amino)-3-methyl-6-oxo-1,6-dihydropyrazine-2-carboxamide), C1(CCCCC1)=O (cyclohexanone). Reagents/catalysts: [Fe](Cl)(Cl)Cl (Iron(III) chloride). Run in C(C)#N (acetonitrile). Conditions: temperature 80 celsius. Product: CC1=C2N(C(C(=N1)NC1=CC(=NC=C1)NC(=O)C1CC1)=O)C1(NC2=O)CCCCC1 (N-(4-((8′-methyl-1′,5′-dioxo-1′,5′-dihydro-2′H-spiro[cyclohexane-1,3′-imidazo[1,5-a]pyrazin]-6′-yl)amino)pyridin-2-yl)cyclopropanecarboxamide). Isolated yield 13.4%. RXN SMILES: [CH:1]1([C:4]([NH:6][C:7]2[CH:12]=[C:11]([NH:13][C:14]3[C:19](=[O:20])[NH:18][C:17]([C:21]([NH2:23])=[O:22])=[C:16]([CH3:24])[N:15]=3)[CH:10]=[CH:9][N:8]=2)=[O:5])[CH2:3][CH2:2]1.[C:25]1(=O)[CH2:30][CH2:29][CH2:28][CH2:27][CH2:26]1>C(#N)C.[Fe](Cl)(Cl)Cl>[CH3:24][C:16]1[N:15]=[C:14]([NH:13][C:11]2[CH:10]=[CH:9][N:8]=[C:7]([NH:6][C:4]([CH:1]3[CH2:2][CH2:3]3)=[O:5])[CH:12]=2)[C:19](=[O:20])[N:18]2[C:25]3([CH2:30][CH2:29][CH2:28][CH2:27][CH2:26]3)[NH:23][C:21](=[O:22])[C:17]=12. Procedure details: 5-((2-(cyclopropanecarboxamido)pyridin-4-yl)amino)-3-methyl-6-oxo-1,6-dihydropyrazine-2-carboxamide (8, 600 mg, 1.83 mmol) and cyclohexanone (538 mg, 5.48 mmol) were charged in acetonitrile in a 20 mL microwave vial. Iron(III) chloride (889 mg, 1.83 mmol) was added and heated the reaction mixture at 80° C. for 16 h. On completion of the reaction, solvent was removed under vacuum and purified the compound by silica gel (200-400 mesh) column chromatography eluting with 5% methanol in dichlorometha... The reactants are solution, [OH-].[Li+] (lithium hydroxide), O (water), COC(/C(=N/OC1CCCC1)/C1=CC(=C(C=C1)S(=O)(=O)C)Cl)=O ((E)-(3-Chloro-4-methanesulfonyl-phenyl)-cyclopentyloxyimino-acetic acid methyl ester). Run in CO (methanol), C(Cl)(Cl)Cl (chloroform). Conditions: time 1 hour. Product: ClC=1C=C(C=CC1S(=O)(=O)C)\C(\C(=O)O)=N/OC1CCCC1 ((E)-(3-chloro-4-methanesulfonyl-phenyl)-cyclopentyloxyimino-acetic acid). As a reaction SMILES: C[O:2][C:3](=[O:23])/[C:4](/[C:12]1[CH:17]=[CH:16][C:15]([S:18]([CH3:21])(=[O:20])=[O:19])=[C:14]([Cl:22])[CH:13]=1)=[N:5]/[O:6][CH:7]1[CH2:11][CH2:10][CH2:9][CH2:8]1.[OH-].[Li+].O>CO.C(Cl)(Cl)Cl>[Cl:22][C:14]1[CH:13]=[C:12](/[C:4](=[N:5]\[O:6][CH:7]2[CH2:11][CH2:10][CH2:9][CH2:8]2)/[C:3]([OH:23])=[O:2])[CH:17]=[CH:16][C:15]=1[S:18]([CH3:21])(=[O:20])=[O:19] |f:1.2|. Procedure: (E)-(3-Chloro-4-methanesulfonyl-phenyl)-cyclopentyloxyimino-acetic acid methyl ester (144 mg, 0.40 mmol) was dissolved in methanol (4 mL) and cooled in an ice bath. A 2.0 N solution of lithium hydroxide in water (0.60 mL, 1.2 mmol) was added dropwise. After stirring 1 h, the reaction mixture was diluted with chloroform (50 mL) and washed with 0.1 M aqueous potassium bisulfate (25 mL). The aqueous phase was extracted with chloroform (30 mL) and the combined organic phases were dried over magnesiu... The reactants are C1CCNCC1, C=CCCNC(=O)Cn1c(-c2ccc(OCc3cc(N4CCCC4=O)ccc3N3CCN(S(C)(=O)=O)CC3)cc2)c(C2CCCCC2)c2ccc(C(=O)NCCC=C)cc21, CS(=O)(=O)N1CCN(c2ccc([N+](=O)[O-])cc2COc2ccc(-c3c(C4CCCCC4)c4ccc5cc4n3CC(=O)NCCC=CCCNC5=O)cc2)CC1, O=C1CCCN1. The product is CS(=O)(=O)N1CCN(c2ccc(N3CCCC3=O)cc2COc2ccc(-c3c(C4CCCCC4)c4ccc5cc4n3CC(=O)NCCC=CCCNC5=O)cc2)CC1. Reaction SMILES: [CH2:122]1[CH2:123][CH2:124][NH:125][CH2:126][CH2:127]1.[CH2:56]([CH2:57][CH:58]=[CH2:59])[NH:60][C:61](=[O:62])[c:63]1[cH:64][cH:65][c:66]2[c:67]([CH:110]3[CH2:111][CH2:112][CH2:113][CH2:114][CH2:115]3)[c:68](-[c:80]3[cH:81][cH:82][c:83]([O:86][CH2:87][c:88]4[c:89]([N:100]5[CH2:101][CH2:102][N:103]([S:106](=[O:107])(=[O:108])[CH3:109])[CH2:104][CH2:105]5)[cH:90][cH:91][c:92]([N:94]5[C:95](=[O:99])[CH2:96][CH2:97][CH2:98]5)[cH:93]4)[cH:84][cH:85]3)[n:69]([CH2:72][C:73]([NH:74][CH2:75][CH2:76][CH:77]=[CH2:78])=[O:79])[c:70]2[cH:71]1.[CH:1]1([c:2]2[c:3]3[cH:4][cH:5][c:6]4[cH:22][c:21]3[n:20]([c:23]2-[c:24]2[cH:25][cH:26][c:27]([O:28][CH2:29][c:30]3[cH:31][c:32]([N+:33]([O-:34])=[O:35])[cH:36][cH:37][c:38]3[N:39]3[CH2:40][CH2:41][N:42]([S:43]([CH3:44])(=[O:45])=[O:46])[CH2:47][CH2:48]3)[cH:49][cH:50]2)[CH2:19][C:17](=[O:18])[NH:16][CH2:15][CH2:14][CH:13]=[CH:12][CH2:11][CH2:10][NH:9][C:7]4=[O:8])[CH2:51][CH2:52][CH2:53][CH2:54][CH2:55]1.[NH:116]1[CH2:117][CH2:118][CH2:119][C:120]1=[O:121]>>[CH2:56]1[CH2:57][CH:58]=[CH:59][CH2:76][CH2:75][NH:74][C:73](=[O:79])[CH2:72][n:69]2[c:68](-[c:80]3[cH:81][cH:82][c:83]([O:86][CH2:87][c:88]4[c:89]([N:100]5[CH2:101][CH2:102][N:103]([S:106](=[O:107])(=[O:108])[CH3:109])[CH2:104][CH2:105]5)[cH:90][cH:91][c:92]([N:94]5[C:95](=[O:99])[CH2:96][CH2:97][CH2:98]5)[cH:93]4)[cH:84][cH:85]3)[c:67]([CH:110]3[CH2:111][CH2:112][CH2:113][CH2:114][CH2:115]3)[c:66]3[cH:65][cH:64][c:63]([cH:71][c:70]32)[C:61](=[O:62])[NH:60]1. Starting materials: C1=CCCCC1 (cyclohexene), C(C1=CC=CC=C1)N1N=CC(=C1)C1=NC=2N=C(N(C(C2N1COCC[Si](C)(C)C)=O)CCC)Cl (8-(1-Benzyl-1H-pyrazol-4-yl)-2-chloro-1-propyl-7-(2-trimethylsilanyl-ethoxymethyl)-1,7-dihydro-purin-6-one). The reagents and catalysts are [OH-].[OH-].[Pd+2] (Pd(OH)2). Run in C(C)O (ethanol). Yields the product C(CC)N1C=NC=2N=C(NC2C1=O)C=1C=NNC1 (1-propyl-8-(1H-pyrazol-4-yl)-1,7-dihydro-purin-6-one). Yield: 36.7%. Reaction SMILES: C([N:8]1[CH:12]=[C:11]([C:13]2[N:21](COCC[Si](C)(C)C)[C:20]3[C:19](=[O:30])[N:18]([CH2:31][CH2:32][CH3:33])[C:17](Cl)=[N:16][C:15]=3[N:14]=2)[CH:10]=[N:9]1)C1C=CC=CC=1.C1CCCCC=1>C(O)C.[OH-].[OH-].[Pd+2]>[CH2:31]([N:18]1[C:19](=[O:30])[C:20]2[NH:21][C:13]([C:11]3[CH:12]=[N:8][NH:9][CH:10]=3)=[N:14][C:15]=2[N:16]=[CH:17]1)[CH2:32][CH3:33] |f:3.4.5|. Procedure: A mixture of 8-(1-Benzyl-1H-pyrazol-4-yl)-2-chloro-1-propyl-7-(2-trimethylsilanyl-ethoxymethyl)-1,7-dihydro-purin-6-one (0.1 g, 0.201 mmol), Pd(OH)2 (20%) (0.2 g), in ethanol (4 ml) and cyclohexene were stirred under nitrogen balloon for 25 hrs. Reaction mixture was filtered through celite bed washed with methanol (20 ml). The filtrate was concentrated under vacuum and the crude product was purified by column chromatography using silica gel (100-200 mesh) and 5 to 6% methanol in DCM as an eluent...